This data is from the Open Reaction Database (ORD), a public repository of structured organic reaction records. The task is: describe an organic reaction: reactants, conditions, products, and yield The reactants are CC(O)CON=Cc1cc(C(=O)NOCCO[Si](C)(C)C(C)(C)C)c(Nc2ccc(I)cc2F)c(F)c1F, CCCC[N+](CCCC)(CCCC)CCCC, [F-], C1CCOC1. The product is CC(O)CON=Cc1cc(C(=O)NOCCO)c(Nc2ccc(I)cc2F)c(F)c1F. RXN SMILES: [C:1]([Si:2]([CH3:3])([CH3:4])[O:6][CH2:7][CH2:8][O:9][NH:10][C:11]([c:12]1[c:13]([NH:27][c:28]2[c:29]([F:35])[cH:30][c:31]([I:34])[cH:32][cH:33]2)[c:14]([F:26])[c:15]([F:25])[c:16]([CH:18]=[N:19][O:20][CH2:21][CH:22]([CH3:23])[OH:24])[cH:17]1)=[O:36])([CH3:5])([CH3:37])[CH3:38].[CH2:40]([N+:41]([CH2:42][CH2:43][CH2:44][CH3:45])([CH2:46][CH2:47][CH2:48][CH3:49])[CH2:50][CH2:51][CH2:52][CH3:53])[CH2:54][CH2:55][CH3:56].[F-:39].[O:57]1[CH2:58][CH2:59][CH2:60][CH2:61]1>>[OH:6][CH2:7][CH2:8][O:9][NH:10][C:11]([c:12]1[c:13]([NH:27][c:28]2[c:29]([F:35])[cH:30][c:31]([I:34])[cH:32][cH:33]2)[c:14]([F:26])[c:15]([F:25])[c:16]([CH:18]=[N:19][O:20][CH2:21][CH:22]([CH3:23])[OH:24])[cH:17]1)=[O:36]. Reactants: [Si](C)(C)(C(C)(C)C)OCC1(CC=2N(CCS1)C(=NN2)C2(CC2)C2=CC=C(C=C2)C2=NC=C(C#N)C=C2F)C (6-(4-{1-[8-({[Tert-butyl(dimethyl)silyl]oxy}methyl)-8-methyl-5,6,8,9-tetrahydro[1,2,4]triazolo[4,3-d][1,4]thiazepin-3-yl]cyclopropyl}phenyl)-5-fluoronicotinonitrile), [F-].C(CCC)[N+](CCCC)(CCCC)CCCC (tetrabutylammonium fluoride), [Cl-].[NH4+] (ammonium chloride). The solvent is O1CCCC1 (tetrahydrofuran). Product: FC=1C(=NC=C(C#N)C1)C1=CC=C(C=C1)C1(CC1)C1=NN=C2N1CCSC(C2)(C)CO (5-Fluoro-6-(4-{1-[8-(hydroxymethyl)-8-methyl-5,6,8,9-tetrahydro[1,2,4]triazolo[4,3-d][1,4]thiazepin-3-yl]cyclopropyl}phenyl)nicotinonitrile). The yield is 89.9%. As a reaction SMILES: [Si]([O:8][CH2:9][C:10]1([CH3:38])[S:16][CH2:15][CH2:14][N:13]2[C:17]([C:20]3([C:23]4[CH:28]=[CH:27][C:26]([C:29]5[C:36]([F:37])=[CH:35][C:32]([C:33]#[N:34])=[CH:31][N:30]=5)=[CH:25][CH:24]=4)[CH2:22][CH2:21]3)=[N:18][N:19]=[C:12]2[CH2:11]1)(C(C)(C)C)(C)C.[F-].C([N+](CCCC)(CCCC)CCCC)CCC.[Cl-].[NH4+]>O1CCCC1>[F:37][C:36]1[C:29]([C:26]2[CH:25]=[CH:24][C:23]([C:20]3([C:17]4[N:13]5[CH2:14][CH2:15][S:16][C:10]([CH2:9][OH:8])([CH3:38])[CH2:11][C:12]5=[N:19][N:18]=4)[CH2:21][CH2:22]3)=[CH:28][CH:27]=2)=[N:30][CH:31]=[C:32]([CH:35]=1)[C:33]#[N:34] |f:1.2,3.4|. Reported procedure: A solution of the compound (451 mg, 0.82 mmol) obtained in Example 71-1) and tetrabutylammonium fluoride (1 M tetrahydrofuran solution, 0.98 mL) in tetrahydrofuran (4 mL) was stirred at room temperature for 18 h. Saturated aqueous ammonium chloride was added to the reaction mixture, the mixture was extracted with dichloromethane, and the organic layer was washed with saturated sodium chloride solution and dried with anhydrous sodium sulfate. After filtration, the filtrate was concentrated under ...